This data is from the Open Reaction Database (ORD), a public repository of structured organic reaction records. The task is: describe an organic reaction: reactants, conditions, products, and yield Starting materials: ClC1=CC=C(C=C1)CCC(CCN1C=NC=C1)=O (1-(4-chlorophenyl)-5-(1-imidazolyl)-3-pentanone), C[Mg]Cl (methyl magnesium chloride), [Cl-].[NH4+] (ammonium chloride). Solvent: O1CCCC1 (tetrahydrofuran). Conditions: time 1 hour. Yields the product OC(CCN1C=NC=C1)(CCC1=CC=C(C=C1)Cl)C (1-[3-hydroxy-3-methyl-5-(4-chlorophenyl)n-pentyl]imidazole). As a reaction SMILES: [Cl:1][C:2]1[CH:7]=[CH:6][C:5]([CH2:8][CH2:9][C:10](=[O:18])[CH2:11][CH2:12][N:13]2[CH:17]=[CH:16][N:15]=[CH:14]2)=[CH:4][CH:3]=1.[CH3:19][Mg]Cl.[Cl-].[NH4+]>O1CCCC1>[OH:18][C:10]([CH3:19])([CH2:9][CH2:8][C:5]1[CH:6]=[CH:7][C:2]([Cl:1])=[CH:3][CH:4]=1)[CH2:11][CH2:12][N:13]1[CH:17]=[CH:16][N:15]=[CH:14]1 |f:2.3|. Reported procedure: A stirred solution of 5 g. of the above ketone in 150 ml. of dry tetrahydrofuran is treated under nitrogen at -50° C. with excess methyl magnesium chloride (12.5 ml. 33M solution in ether). Stirring is continued for 1 hour. The mixture is then allowed to come to room temperature and stirred for an additional hour. A saturated ammonium chloride solution is added and the mixture is extracted with ether. Any product, which separates out at this point is collected by filtration and washed with water... The reactants are CC1(C)OB(c2ccc(N)cc2)OC1(C)C, O=S(=O)(Cl)c1ccccc1. Yields the product CC1(C)OB(c2ccc(NS(=O)(=O)c3ccccc3)cc2)OC1(C)C. As a reaction SMILES: [CH3:1][C:2]1([CH3:16])[O:3][B:4]([c:9]2[cH:10][cH:11][c:12]([NH2:15])[cH:13][cH:14]2)[O:5][C:6]1([CH3:7])[CH3:8].[c:17]1([S:23](=[O:24])(=[O:25])[Cl:26])[cH:18][cH:19][cH:20][cH:21][cH:22]1>>[CH3:1][C:2]1([CH3:16])[O:3][B:4]([c:9]2[cH:10][cH:11][c:12]([NH:15][S:23]([c:17]3[cH:18][cH:19][cH:20][cH:21][cH:22]3)(=[O:24])=[O:25])[cH:13][cH:14]2)[O:5][C:6]1([CH3:7])[CH3:8]. Reactants: CC(C)(C)c1nnc(NC(=O)Cc2csc(N)n2)s1, CN=C=O, c1ccncc1. Yields the product CNC(=O)Nc1nc(CC(=O)Nc2nnc(C(C)(C)C)s2)cs1. Reaction SMILES: [C:1]([CH3:2])([CH3:3])([CH3:4])[c:5]1[n:6][n:7][c:8]([NH:10][C:11](=[O:12])[CH2:13][c:14]2[n:15][c:16]([NH2:19])[s:17][cH:18]2)[s:9]1.[CH3:20][N:21]=[C:22]=[O:23].[cH:24]1[cH:25][cH:26][n:27][cH:28][cH:29]1>>[C:1]([CH3:2])([CH3:3])([CH3:4])[c:5]1[n:6][n:7][c:8]([NH:10][C:11](=[O:12])[CH2:13][c:14]2[n:15][c:16]([NH:19][C:22]([NH:21][CH3:20])=[O:23])[s:17][cH:18]2)[s:9]1. The reactants are OC(C(=O)[O-])CCSC.[Ca+2].OC(C(=O)[O-])CCSC (calcium 2-hydroxy-4-(methylthio)butyrate), CO (CH3OH), OS(=O)(=O)O (H2SO4). The solvent is C(Cl)Cl (CH2Cl2). Run at time 64 hour. Product: OC(C(=O)OC)CCSC (Racemic Methyl 2-Hydroxy-4-(methylthio)butyrate). Reaction SMILES: [OH:1][CH:2]([CH2:6][CH2:7][S:8][CH3:9])[C:3]([O-:5])=[O:4].[Ca+2].O[CH:12](CCSC)C([O-])=O.CO.OS(O)(=O)=O>C(Cl)Cl>[OH:1][CH:2]([CH2:6][CH2:7][S:8][CH3:9])[C:3]([O:5][CH3:12])=[O:4] |f:0.1.2|. Procedure: Commercial calcium 2-hydroxy-4-(methylthio)butyrate (20 g, 0.12 mol) was suspended in 250 ml CH2Cl2. CH3OH (15 ml, 0.36 mol) was added and the mixture cooled to 10° C., at which point H2SO4 (3.7 ml, 0.07 mol) was added. An obvious physical change in the slurry was noted. The mixture was heated at reflux for 60 minutes, by which time tlc indicated reaction was nearly complete. As a matter of convenience, the reaction mixture was stirred 64 hours at room temperature, at which time insoluble byprod... Reactants: C(C1=CC=CC=C1)OC(=O)NCC1=CC=C(C(=O)O)C=C1 (4-benzyloxycarbonylaminomethylbenzoic acid), C1CCC(CC1)N=C=NC2CCCCC2 (DCC), CS(=O)(=O)OC1=C(C=C(C=C1)C(N)=N)OC (4-amidino-2-methoxyphenol methanesulfonate). Run in N1=CC=CC=C1 (pyridine). Run at time 30 minute. Yields the product C(C1=CC=CC=C1)OC(=O)NCC1=CC=C(C(=O)OC2=C(C=C(C=C2)C(N)=N)OC)C=C1 (4-amidino-2-methoxyphenyl 4-benzyloxycarbonylaminomethylbenzoate). The yield is 58.2%. As a reaction SMILES: [CH2:1]([O:8][C:9]([NH:11][CH2:12][C:13]1[CH:21]=[CH:20][C:16]([C:17]([OH:19])=[O:18])=[CH:15][CH:14]=1)=[O:10])[C:2]1[CH:7]=[CH:6][CH:5]=[CH:4][CH:3]=1.C1CCC(N=C=NC2CCCCC2)CC1.CS(O[C:42]1[CH:47]=[CH:46][C:45]([C:48](=[NH:50])[NH2:49])=[CH:44][C:43]=1[O:51][CH3:52])(=O)=O>N1C=CC=CC=1>[CH2:1]([O:8][C:9]([NH:11][CH2:12][C:13]1[CH:14]=[CH:15][C:16]([C:17]([O:19][C:42]2[CH:47]=[CH:46][C:45]([C:48](=[NH:49])[NH2:50])=[CH:44][C:43]=2[O:51][CH3:52])=[O:18])=[CH:20][CH:21]=1)=[O:10])[C:2]1[CH:3]=[CH:4][CH:5]=[CH:6][CH:7]=1. Procedure: To a solution of 3.7 g of 4-benzyloxycarbonylaminomethylbenzoic acid in 40 ml of dried pyridine, was added 3.1 g of DCC with cooling in ice. The mixture was stirred for 30 minutes. After addition of 3.1 g of 4-amidino-2-methoxyphenol methanesulfonate, the mixture was further stirred overnight at room temperature. The reaction mixture was removed of the insolubles and mixed with ethyl ether to precipitate a colorless solid substance which on recrystallization from a methanol-ethyl ether mixture g... The reactants are ClC=1C=C(C(=O)Cl)C=CC1Cl (3,4-dichlorobenzoyl chloride), BrC1=NN=C2N1C1=C(C(=NC2)C2=C(C=CC=C2)Cl)C=C(S1)CC (9-Bromo-4-(2-chlorophenyl)-2-ethyl-6H-thieno[3,2-f] [1,2,4]triazolo[4,3-a] [1,4]diazepine), S(O)(O)(=O)=O (sulfuric acid), C(O)([O-])=O.[Na+] (Sodium hydrogencarbonate). The solvent is C(Cl)(Cl)Cl (Chloroform). RXN SMILES: [Br:1][C:2]1[N:6]2[C:7]3[S:21][C:20]([CH2:22][CH3:23])=[CH:19][C:8]=3[C:9]([C:12]3[CH:17]=[CH:16][CH:15]=[CH:14][C:13]=3[Cl:18])=[N:10][CH2:11][C:5]2=[N:4][N:3]=1.S(=O)(=O)(O)O.C(=O)([O-])[OH:30].[Na+].[Cl:34][C:35]1[CH:36]=[C:37]([CH:41]=[CH:42][C:43]=1[Cl:44])[C:38](Cl)=[O:39]>C(Cl)(Cl)Cl>[Br:1][C:2]1[N:6]([C:7]2[S:21][C:20]([CH2:22][CH3:23])=[CH:19][C:8]=2[C:9](=[O:30])[C:12]2[CH:17]=[CH:16][CH:15]=[CH:14][C:13]=2[Cl:18])[C:5]([CH2:11][NH:10][C:38](=[O:39])[C:37]2[CH:41]=[CH:42][C:43]([Cl:44])=[C:35]([Cl:34])[CH:36]=2)=[N:4][N:3]=1 |f:2.3|. Product: BrC1=NN=C(N1C=1SC(=CC1C(C1=C(C=CC=C1)Cl)=O)CC)CNC(C1=CC(=C(C=C1)Cl)Cl)=O (N-(3-bromo-4-(3-(2-chlorobenzoyl)-5-ethylthiophen-2-yl) [1,2,4]triazol-5-ylmethyl)-3,4-dichlorobenzamide). Reported procedure: 9-Bromo-4-(2-chlorophenyl)-2-ethyl-6H-thieno[3,2-f] [1,2,4]triazolo[4,3-a] [1,4]diazepine is added to 2M sulfuric acid, and the mixture is stirred at 80° C. overnight. Sodium hydrogencarbonate is added to the reaction mixture to make the mixture alkaline. Chloroform and 3,4-dichlorobenzoyl chloride are added, and the mixture is stirred at room temperature for 2 hours to give N-(3-bromo-4-(3-(2-chlorobenzoyl)-5-ethylthiophen-2-yl) [1,2,4]triazol-5-ylmethyl)-3,4-dichlorobenzamide. Reaction conditions: temperature 80 celsius, time 8 hour. Starting materials: amide, NCCNCCN (diethylenetriamine), C(CC(=O)C)(=O)OC (methyl acetoacetate), C(CCCCCCCCCCC)(=O)O (lauric acid). Product: C(CCCCCCCCCCC)(=O)NCCN1CCN=C(CC1=O)C (4-lauramidoethyl-7-methyl-3,6-dihydro-2H-1,4-diazepin-5-one). As a reaction SMILES: [NH2:1][CH2:2][CH2:3][NH:4][CH2:5][CH2:6][NH2:7].[C:8]([O:14]C)(=O)[CH2:9][C:10]([CH3:12])=O.[C:16](O)(=[O:28])[CH2:17][CH2:18][CH2:19][CH2:20][CH2:21][CH2:22][CH2:23][CH2:24][CH2:25][CH2:26][CH3:27]>>[C:16]([NH:1][CH2:2][CH2:3][N:4]1[C:8](=[O:14])[CH2:9][C:10]([CH3:12])=[N:7][CH2:6][CH2:5]1)(=[O:28])[CH2:17][CH2:18][CH2:19][CH2:20][CH2:21][CH2:22][CH2:23][CH2:24][CH2:25][CH2:26][CH3:27]. Procedure: Into an apparatus similar to that in Example 1, were charged 103.1 g (1 mole) of diethylenetriamine and 116.1 g (1 mole) of methyl acetoacetate. At 140° to 150° C., 18 g of water and 32 g of methanol were distilled off. Then, with the addition of 200.3 g (1 mole) of lauric acid, the amide formation was effected at 200° to 210° C. and 18 g of water was distilled off, leaving behind 4-lauramidoethyl-7-methyl-3,6-dihydro-2H-1,4-diazepin-5-one. The reagents and catalysts are CN(C)C=O (DMF). Reaction conditions: time 4 hour. Reactants: OC1=CC(=NC=C1C(=O)O)C (4-Hydroxy-6-methylnicotinic acid), C(C(=O)Cl)(=O)Cl (Oxalyl chloride), C(Cl)Cl (DCM). Product: ClC1=CC(=NC=C1C(=O)Cl)C (4-chloro-6-methylnicotinoyl chloride). As a reaction SMILES: O[C:2]1C(C(O)=O)=[CH:6][N:5]=[C:4]([CH3:11])[CH:3]=1.[C:12](Cl)(=O)[C:13]([Cl:15])=[O:14].C(Cl)[Cl:19]>CN(C=O)C>[Cl:19][C:2]1[C:12]([C:13]([Cl:15])=[O:14])=[CH:6][N:5]=[C:4]([CH3:11])[CH:3]=1. Reported procedure: 4-Hydroxy-6-methylnicotinic acid (5 g) was dissolved in abs. DCM (30 ml) and treated with 10 drops of DMF. Oxalyl chloride (15 ml) was carefully added dropwise to this mixture. After stirring for four hours and allowing to stand overnight, the solvent was stripped off and for further drying the mixture was attached to the high vacuum. The 4-chloro-6-methylnicotinoyl chloride obtained (8 g) was dissolved in abs. DCM (160 ml). After cooling to 0° C., a 40% strength methanolic methylamine solution ... Reactants: N(=[N+]=[N-])CC=1C(=NC(=NC1)Cl)NCC(C)(C)C ((5-azidomethyl-2-chloro-pyrimidin-4-yl)-(2,2-dimethyl-propyl)-amine), C1(=CC=CC=C1)P(C1=CC=CC=C1)C1=CC=CC=C1 (triphenylphosphine). The solvent is C1CCOC1 (THF), O (H2O). Run at time 48 hour. Yields the product Cl.Cl.NCC=1C(=NC(=NC1)Cl)NCC(C)(C)C ((5-Aminomethyl-2-chloro-pyrimidin-4-yl)-(2,2-dimethyl-propyl)-amine 2HCl). RXN SMILES: [N:1]([CH2:4][C:5]1[C:6]([NH:12][CH2:13][C:14]([CH3:17])([CH3:16])[CH3:15])=[N:7][C:8]([Cl:11])=[N:9][CH:10]=1)=[N+]=[N-].C1(P(C2C=CC=CC=2)C2C=CC=CC=2)C=CC=CC=1>C1COCC1.O>[ClH:11].[ClH:11].[NH2:1][CH2:4][C:5]1[C:6]([NH:12][CH2:13][C:14]([CH3:17])([CH3:16])[CH3:15])=[N:7][C:8]([Cl:11])=[N:9][CH:10]=1 |f:4.5.6|. Procedure: A solution of 1.47 g (15.77 mmol) (5-azidomethyl-2-chloro-pyrimidin-4-yl)-(2,2-dimethyl-propyl)-amine and 1.67 g (6.35 mmol) of triphenylphosphine in 20 ml of THF and 0.08 ml of H2O is stirred at r.t. for 24 h. Then the solvent is removed and the residue dissolved in 40 ml EtOH and 17 ml NH3 (25%). This reaction mixture is stirred for 48 h at r.t. and again the solvent is removed. The residue is dissolved in diethylether and twice extracted with 25 ml of 1N HCl. Both acidic extracts were combine...